This data is from the Open Reaction Database (ORD), a public repository of structured organic reaction records. The task is: describe an organic reaction: reactants, conditions, products, and yield The reactants are CC(C#C)O ((±)-3-butyn-2-ol), BrCC(=O)OC (methyl bromoacetate), Cl (HCl), [H-].[Na+] (sodium hydride). Run in O1CCCC1 (tetrahydrofuran), O1CCCC1 (tetrahydrofuran), O1CCCC1 (tetrahydrofuran). Run at time 35 minute. Yields the product CC(C#C)OCC(=O)OC (Methyl [(1-methyl-2-propynyl)oxy]acetate). As a reaction SMILES: [H-].[Na+].[CH3:3][CH:4]([OH:7])[C:5]#[CH:6].Br[CH2:9][C:10]([O:12][CH3:13])=[O:11].Cl>O1CCCC1>[CH3:3][CH:4]([O:7][CH2:9][C:10]([O:12][CH3:13])=[O:11])[C:5]#[CH:6] |f:0.1|. Procedure: A mechanically stirred suspension of sodium hydride (60% dispersion in mineral oil, 10 g, 0.25 mol) in tetrahydrofuran (160 mL) at 0° C. under nitrogen was treated with a solution of (±)-3-butyn-2-ol (21 g, 0.30 mol) in tetrahydrofuran (35 mL) over 30 minutes, stirred for 35 minutes, treated with a solution of methyl bromoacetate in tetrahydrofuran (50 mL) over 10 minutes, stirred for 30 minutes at 0° C., stirred at ambient temperature for 16 hours and treated with 2M HCl (150 mL). The organic l... Starting materials: C(C)OC(CN1C(=CC=C1)C(=O)N)OCC (1-(2,2-diethoxyethyl)pyrrole-2-carboxamide), solution, [OH-].[Na+] (sodium hydroxide), CCOCC (ether). Solvent: C(C)(=O)O (acetic acid). The product is title compound, C1(C=2N(C=CN1)C=CC2)=O (pyrrolo[1,2-a]pyrazin-1(2H)-one). The yield is 80.0%. RXN SMILES: C(O[CH:4](OCC)[CH2:5][N:6]1[CH:10]=[CH:9][CH:8]=[C:7]1[C:11]([NH2:13])=[O:12])C.CCOCC.[OH-].[Na+]>C(O)(=O)C>[C:11]1(=[O:12])[NH:13][CH:4]=[CH:5][N:6]2[CH:10]=[CH:9][CH:8]=[C:7]12 |f:2.3|. Procedure details: 1-(2,2-diethoxyethyl)pyrrole-2-carboxamide (3.0 g, 13.2 mmol) was dissolved in glacial acetic acid. The reaction mixture was allowed to reflux and the reaction was continued by thin layer chromatography in a 100% ether system. At the end of the reaction, the reaction mixture was made basic with a 2N solution of sodium hydroxide. The reaction mixture was then extracted with ethyl acetate, washed with a saturated sodium bicarbonate solution, dried over MgSO4 and evaporated. The product was purifie... Starting materials: C(C)(C)(C)OC(NC=1N(C(C([C@@](N1)(C)C1=C(C=CC(=C1)Br)F)(C)C)=O)C)=O ([(S)-4-(5-bromo-2-fluoro-phenyl)-1,4,5,5-tetramethyl-6-oxo-1,4,5,6-tetrahydro-pyrimidin-2-yl]-carbamic acid tert-butyl ester), C(C)(C)(C)OC(NC=1N(C(C([C@@](N1)(C)C1=C(C=CC(=C1)Br)F)(C)C)=O)C)=O ([(S)-4-(5-bromo-2-fluoro-phenyl)-1,4,5,5-tetramethyl-6-oxo-1,4,5,6-tetrahydro-pyrimidin-2-yl]-carbamic acid tert-butyl ester), CN1N=CC=C1N (2-methyl-2H-pyrazol-3-ylamine). Yields the product NC1=N[C@](C(C(N1C)=O)(C)C)(C)C1=C(C=CC(=C1)NC=1N(N=CC1)C)F ((S)-2-Amino-6-[2-fluoro-5-(2-methyl-2H-pyrazol-3-ylamino)-phenyl]-3,5,5,6-tetramethyl-5,6-dihydro-3H-pyrimidin-4-one). Reaction SMILES: C(OC(=O)[NH:7][C:8]1[N:9]([CH3:26])[C:10](=[O:25])[C:11]([CH3:24])([CH3:23])[C@:12]([C:15]2[CH:20]=[C:19](Br)[CH:18]=[CH:17][C:16]=2[F:22])([CH3:14])[N:13]=1)(C)(C)C.[CH3:28][N:29]1[C:33]([NH2:34])=[CH:32][CH:31]=[N:30]1>>[NH2:7][C:8]1[N:9]([CH3:26])[C:10](=[O:25])[C:11]([CH3:24])([CH3:23])[C@:12]([C:15]2[CH:20]=[C:19]([NH:34][C:33]3[N:29]([CH3:28])[N:30]=[CH:31][CH:32]=3)[CH:18]=[CH:17][C:16]=2[F:22])([CH3:14])[N:13]=1. Procedure details: The coupling of [(S)-4-(5-bromo-2-fluoro-phenyl)-1,4,5,5-tetramethyl-6-oxo-1,4,5,6-tetrahydro-pyrimidin-2-yl]-carbamic acid tert-butyl ester (intermediate E8) and 2-methyl-2H-pyrazol-3-ylamine according to procedure B followed by deprotection yielded the title compound as a pale brown waxy solid. MS (ESI): m/z=359.2 [M+H]+. Procedure details: Using methyl 3-({(2S)-2-[(tert-butoxycarbonyl)amino]propyl}oxy)-1H-pyrazole-5-carboxylate and iodomethane, and in the same manner as in Example 8, step B, the title compound was obtained. Yields the product C(C)(C)(C)OC(=O)N[C@H](COC1=NN(C(=C1)C(=O)OC)C)C (methyl 3-({(2S)-2-[(tert-butoxycarbonyl)amino]propyl}oxy)-1-methyl-1H-pyrazole-5-carboxylate). As a reaction SMILES: [C:1]([O:5][C:6]([NH:8][C@@H:9]([CH3:21])[CH2:10][O:11][C:12]1[CH:16]=[C:15]([C:17]([O:19][CH3:20])=[O:18])[NH:14][N:13]=1)=[O:7])([CH3:4])([CH3:3])[CH3:2].I[CH3:23]>>[C:1]([O:5][C:6]([NH:8][C@@H:9]([CH3:21])[CH2:10][O:11][C:12]1[CH:16]=[C:15]([C:17]([O:19][CH3:20])=[O:18])[N:14]([CH3:23])[N:13]=1)=[O:7])([CH3:4])([CH3:3])[CH3:2]. Starting materials: C(C)(C)(C)OC(=O)N[C@H](COC1=NNC(=C1)C(=O)OC)C (methyl 3-({(2S)-2-[(tert-butoxycarbonyl)amino]propyl}oxy)-1H-pyrazole-5-carboxylate), IC (iodomethane). Reactants: I (HI), CN(C(C)SC)CCSC (methyl-(2-methylsulfanylethyl)(1-methylsulfanylethyl)amine), NC1=CC=C2C[C@H]([C@@H](C2=C1)NC(=O)C1=C(C=C(C=C1)C1=C(C=CC=C1)F)F)O (3,2′-difluorobiphenyl-4-carboxylic acid (R)-(6-amino-2(R)-hydroxyindan-1-yl)amide). The solvent is N1=CC=CC=C1 (pyridine). Conditions: temperature 25 celsius, time 21 hour. Yields the product CSCCN(C(C)=NC1=CC=C2C[C@H]([C@@H](C2=C1)NC(=O)C1=C(C=C(C=C1)C1=C(C=CC=C1)F)F)O)C (3,2′-Difluorobiphenyl-4-carboxylic acid (R)-(6-(1-((2-methylsulfanylethyl)methylamino)ethylideneamino)-2(R)-hydroxyindan-1-yl)amide). The yield is 22.5%. Reaction SMILES: I.[CH3:2][N:3]([CH2:8][CH2:9][S:10][CH3:11])[CH:4](SC)[CH3:5].[NH2:12][C:13]1[CH:21]=[C:20]2[C:16]([CH2:17][C@@H:18]([OH:39])[C@@H:19]2[NH:22][C:23]([C:25]2[CH:30]=[CH:29][C:28]([C:31]3[CH:36]=[CH:35][CH:34]=[CH:33][C:32]=3[F:37])=[CH:27][C:26]=2[F:38])=[O:24])=[CH:15][CH:14]=1>N1C=CC=CC=1>[CH3:11][S:10][CH2:9][CH2:8][N:3]([CH3:2])[C:4](=[N:12][C:13]1[CH:21]=[C:20]2[C:16]([CH2:17][C@@H:18]([OH:39])[C@@H:19]2[NH:22][C:23]([C:25]2[CH:30]=[CH:29][C:28]([C:31]3[CH:36]=[CH:35][CH:34]=[CH:33][C:32]=3[F:37])=[CH:27][C:26]=2[F:38])=[O:24])=[CH:15][CH:14]=1)[CH3:5]. Reported procedure: Dissolve the crude HI salt of methyl-(2-methylsulfanylethyl)(1-methylsulfanylethyl)amine (90.1 mg, 0.295 mmol) and 3,2′-difluorobiphenyl-4-carboxylic acid (R)-(6-amino-2(R)-hydroxyindan-1-yl)amide (101.3 mg, 0.266 mmol) in 10 mL pyridine. Allow the reaction to stir at 25° C. for 21 hours. Remove the solvent in vacuo and partition the residue between methylene chloride and saturated aqueous sodium hydrogen carbonate. Dry the organic layer with magnesium sulfate. Filter and remove the solvent in v...